This data is from the Open Reaction Database (ORD), a public repository of structured organic reaction records. The task is: describe an organic reaction: reactants, conditions, products, and yield Reactants: [BH4-], CC(C)CC(C(=O)OCc1ccccc1)C(CC=Cc1ccccc1)C(=O)OC(C)(C)C, CO, ClCCl, [Na+]. Product: CC(C)CC(C(=O)OCc1ccccc1)C(CCO)C(=O)OC(C)(C)C. Reaction SMILES: [BH4-:33].[CH2:1]([c:2]1[cH:3][cH:4][cH:5][cH:6][cH:7]1)[O:8][C:9]([CH:10]([CH2:11][CH:12]([CH3:13])[CH3:14])[CH:15]([CH2:16][CH:17]=[CH:18][c:19]1[cH:20][cH:21][cH:22][cH:23][cH:24]1)[C:25](=[O:26])[O:27][C:28]([CH3:29])([CH3:30])[CH3:31])=[O:32].[CH3:35][OH:36].[Cl:37][CH2:38][Cl:39].[Na+:34]>>[CH2:1]([c:2]1[cH:3][cH:4][cH:5][cH:6][cH:7]1)[O:8][C:9]([CH:10]([CH2:11][CH:12]([CH3:13])[CH3:14])[CH:15]([CH2:16][CH2:17][OH:36])[C:25](=[O:26])[O:27][C:28]([CH3:29])([CH3:30])[CH3:31])=[O:32]. Reactants: [BH4-].[Na+] (sodium borohydride), CC=1N=C2N(C=CC=C2C=O)C1 (2-methyl-8-formylimidazo[1,2-a]pyridine), [BH4-].[Na+] (sodium borohydride). Run in C(C)(C)O (isopropanol). Conditions: time 2 hour. Product: CC=1N=C2N(C=CC=C2CO)C1 (2-methyl-8-hydroxymethylimidazo[1,2-a]pyridine). As a reaction SMILES: [CH3:1][C:2]1[N:3]=[C:4]2[C:9]([CH:10]=[O:11])=[CH:8][CH:7]=[CH:6][N:5]2[CH:12]=1.[BH4-].[Na+]>C(O)(C)C>[CH3:1][C:2]1[N:3]=[C:4]2[C:9]([CH2:10][OH:11])=[CH:8][CH:7]=[CH:6][N:5]2[CH:12]=1 |f:1.2|. Procedure details: To a stirred suspension of 56.8 g (0.36 mol) 2-methyl-8-formylimidazo[1,2-a]pyridine in 400 ml isopropanol at 0°is added in portions 8 g (0.21 mol) sodium borohydride. The reaction mixture is stirred at room temperature for an additional 2 hours. The excess sodium borohydride is decomposed by the addition of distilled waterand the solution concentrated under reduced pressure at 50° C. The residue is dissolved in water and extracted with chloroform. The chloroform extracts are combined and dried ... Starting materials: BrC1=CC=C(CN(C(CCC2CCCC2)=O)C=2C=CC3=C(OC(OC3=O)(C)C)C2)C=C1 (N-(4-bromobenzyl)-3-cyclopentyl-N-(2,2-dimethyl-4-oxo-4H-1,3-benzodioxin-7-yl)propanamide), C(C)(C)(C)C1=CC=C(C=C1)C#C (4-(tert-butyl)-phenylacetylene). Yields the product C(C)(C)(C)C1=CC=C(C=C1)C#CC1=CC=C(CN(C(CCC2CCCC2)=O)C=2C=CC3=C(OC(OC3=O)(C)C)C2)C=C1 (N-{4-[(4-tert-butylphenyl)ethynyl]benzyl}-3-cyclopentyl-N-(2,2-dimethyl-4-oxo-4H-1,3-benzodioxin-7-yl)propanamide). As a reaction SMILES: Br[C:2]1[CH:31]=[CH:30][C:5]([CH2:6][N:7]([C:17]2[CH:18]=[CH:19][C:20]3[C:25](=[O:26])[O:24][C:23]([CH3:28])([CH3:27])[O:22][C:21]=3[CH:29]=2)[C:8](=[O:16])[CH2:9][CH2:10][CH:11]2[CH2:15][CH2:14][CH2:13][CH2:12]2)=[CH:4][CH:3]=1.[C:32]([C:36]1[CH:41]=[CH:40][C:39]([C:42]#[CH:43])=[CH:38][CH:37]=1)([CH3:35])([CH3:34])[CH3:33]>>[C:32]([C:36]1[CH:37]=[CH:38][C:39]([C:42]#[C:43][C:2]2[CH:3]=[CH:4][C:5]([CH2:6][N:7]([C:17]3[CH:18]=[CH:19][C:20]4[C:25](=[O:26])[O:24][C:23]([CH3:27])([CH3:28])[O:22][C:21]=4[CH:29]=3)[C:8](=[O:16])[CH2:9][CH2:10][CH:11]3[CH2:12][CH2:13][CH2:14][CH2:15]3)=[CH:30][CH:31]=2)=[CH:40][CH:41]=1)([CH3:35])([CH3:34])[CH3:33]. Reported procedure: The titled compound was prepared following the procedure N using N-(4-bromobenzyl)-3-cyclopentyl-N-(2,2-dimethyl-4-oxo-4H-1,3-benzodioxin-7-yl)propanamide and 4-(tert-butyl)-phenylacetylene as a beige powder (65%). M1(ESI): 564.2. HPLC, Rt: 6.39 min (Purity: 98.9%). Starting materials: NC1=CC=C2C(=N1)C(=CN2)C2CCN(CC2)C (5-amino-3-(1-methylpiperidin-4-yl)pyrrolo[3,2-b]pyridine), CC1=CC=C(S1)C(=O)Cl (5-methyl-2-thiophenecarbonyl chloride). Product: CC1=CC=C(S1)C(=O)NC1=CC=C2C(=N1)C(=CN2)C2CCN(CC2)C (5-(N-[5-methyl-2-thiophenecarbonyl]amino)-3-(1-methylpiperidin-4-yl)pyrrolo[3,2-b]pyridine). The yield is 85.9%. RXN SMILES: [NH2:1][C:2]1[N:7]=[C:6]2[C:8]([CH:11]3[CH2:16][CH2:15][N:14]([CH3:17])[CH2:13][CH2:12]3)=[CH:9][NH:10][C:5]2=[CH:4][CH:3]=1.[CH3:18][C:19]1[S:23][C:22]([C:24](Cl)=[O:25])=[CH:21][CH:20]=1>>[CH3:18][C:19]1[S:23][C:22]([C:24]([NH:1][C:2]2[N:7]=[C:6]3[C:8]([CH:11]4[CH2:16][CH2:15][N:14]([CH3:17])[CH2:13][CH2:12]4)=[CH:9][NH:10][C:5]3=[CH:4][CH:3]=2)=[O:25])=[CH:21][CH:20]=1. Procedure details: Beginning with 0.40 gm (1.74 mMol) 5-amino-3-(1-methylpiperidin-4-yl)pyrrolo[3,2-b]pyridine and 0.34 gm (2.08 mMol) 5-methyl-2-thiophenecarbonyl chloride, 0.53 gm (86%) of the title compound were prepared essentially by the procedure described in Example 4. Starting materials: OCC1=NN=NN1C1=CC(=C(C#N)C=C1C)C(F)(F)F (4-[5-(hydroxymethyl)-1H-tetrazol-1-yl]-5-methyl-2-(trifluoromethyl)benzonitrile), OCC1=NN=NN1C1=CC(=C(C#N)C=C1C)C(F)(F)F (4-[5-(hydroxymethyl)-1H-tetrazol-1-yl]-5-methyl-2-(trifluoromethyl)benzonitrile), O (water), S(=O)(Cl)Cl (thionyl chloride). Run in ClCCl (dichloromethane), CN(C=O)C (N,N-Dimethylformamide), C(Cl)Cl (DCM). Conditions: temperature 25 celsius, time 2 hour. The product is ClCC1=NN=NN1C1=CC(=C(C#N)C=C1C)C(F)(F)F (4-[5-(chloromethyl)-1H-tetrazol-1-yl]-5-methyl-2-(trifluoromethyl)benzonitrile). The yield is 85.0%. As a reaction SMILES: O[CH2:2][C:3]1[N:7]([C:8]2[C:15]([CH3:16])=[CH:14][C:11]([C:12]#[N:13])=[C:10]([C:17]([F:20])([F:19])[F:18])[CH:9]=2)[N:6]=[N:5][N:4]=1.S(Cl)([Cl:23])=O.O>ClCCl.CN(C)C=O>[Cl:23][CH2:2][C:3]1[N:7]([C:8]2[C:15]([CH3:16])=[CH:14][C:11]([C:12]#[N:13])=[C:10]([C:17]([F:20])([F:19])[F:18])[CH:9]=2)[N:6]=[N:5][N:4]=1. Procedure: To a solution of 4-[5-(hydroxymethyl)-1H-tetrazol-1-yl]-5-methyl-2-(trifluoromethyl)benzonitrile (Intermediate 63, 147 mg, 0.519 mmol) in dichloromethane (3 mL) and N,N-Dimethylformamide (0.5 mL), cooled in an ice bath under argon, was added dropwise thionyl chloride (0.040 mL, 0.545 mmol). The reaction was stirred at 25° C. for two hours. To the reaction was added water (20 mL) and DCM (50 mL) and the reaction partitioned through a hydrophobic frit. The organic layer was evaporated to dryness u... Reactants: O=C([O-])[O-], CO, Fc1ccc2c(Cl)nc3ccnc(Cl)c3c2c1, ClCCl, [Cs+], [Cs+], NS(=O)(=O)N1CCCCC1, C1COCCO1, O=C(C=Cc1ccccc1)C=Cc1ccccc1, O=C(C=Cc1ccccc1)C=Cc1ccccc1, O=C(C=Cc1ccccc1)C=Cc1ccccc1, [Pd], [Pd]. Product: O=S(=O)(Nc1nc2ccnc(Cl)c2c2cc(F)ccc12)N1CCCCC1. As a reaction SMILES: [C:18](=[O:19])([O-:20])[O-:21].[CH3:99][OH:100].[Cl:1][c:2]1[c:3]2[c:4]3[c:5]([c:6]([Cl:12])[n:7][c:8]2[cH:9][cH:10][n:11]1)[cH:13][cH:14][c:15]([F:17])[cH:16]3.[Cl:34][CH2:35][Cl:36].[Cs+:22].[Cs+:23].[N:24]1([S:30](=[O:31])(=[O:32])[NH2:33])[CH2:25][CH2:26][CH2:27][CH2:28][CH2:29]1.[O:37]1[CH2:38][CH2:39][O:40][CH2:41][CH2:42]1.[O:45]=[C:46]([CH:47]=[CH:48][c:49]1[cH:50][cH:51][cH:52][cH:53][cH:54]1)[CH:55]=[CH:56][c:57]1[cH:58][cH:59][cH:60][cH:61][cH:62]1.[O:63]=[C:64]([CH:65]=[CH:66][c:67]1[cH:68][cH:69][cH:70][cH:71][cH:72]1)[CH:73]=[CH:74][c:75]1[cH:76][cH:77][cH:78][cH:79][cH:80]1.[O:81]=[C:82]([CH:83]=[CH:84][c:85]1[cH:86][cH:87][cH:88][cH:89][cH:90]1)[CH:91]=[CH:92][c:93]1[cH:94][cH:95][cH:96][cH:97][cH:98]1.[Pd:43].[Pd:44]>>[Cl:1][c:2]1[c:3]2[c:4]3[c:5]([c:6]([NH:33][S:30]([N:24]4[CH2:25][CH2:26][CH2:27][CH2:28][CH2:29]4)(=[O:31])=[O:32])[n:7][c:8]2[cH:9][cH:10][n:11]1)[cH:13][cH:14][c:15]([F:17])[cH:16]3. The reactants are C(C)(C)(C)OC(=O)N1CCC(CC1)C=1N(C=C(N1)C1=CC(=C(C=C1)F)C(F)(F)F)C[C@@H]1N(CCCC1)C(=O)OCC1=CC=CC=C1 ((R)-benzyl 2-((2-(1-(tert-butoxycarbonyl)piperidin-4-yl)-4-(4-fluoro-3-(trifluoromethyl)phenyl)-1H-imidazol-1-yl)methyl)piperidine-1-carboxylate), Cl (HCl). The solvent is C(Cl)Cl (DCM). Conditions: temperature 0 celsius, time 16 hour. Product: Cl.Cl.Cl.FC1=C(C=C(C=C1)C=1N=C(N(C1)C[C@@H]1N(CCCC1)C(=O)OCC1=CC=CC=C1)C1CCNCC1)C(F)(F)F ((R)-Benzyl 2-((4-(4-fluoro-3-(trifluoromethyl)phenyl)-2-(piperidin-4-yl)-1H-imidazol-1-yl)methyl)piperidine-1-carboxylate trihydrochloride). The yield is 84.1%. As a reaction SMILES: C(OC([N:8]1[CH2:13][CH2:12][CH:11]([C:14]2[N:15]([CH2:30][C@H:31]3[CH2:36][CH2:35][CH2:34][CH2:33][N:32]3[C:37]([O:39][CH2:40][C:41]3[CH:46]=[CH:45][CH:44]=[CH:43][CH:42]=3)=[O:38])[CH:16]=[C:17]([C:19]3[CH:24]=[CH:23][C:22]([F:25])=[C:21]([C:26]([F:29])([F:28])[F:27])[CH:20]=3)[N:18]=2)[CH2:10][CH2:9]1)=O)(C)(C)C.[ClH:47]>C(Cl)Cl>[ClH:47].[ClH:47].[ClH:47].[F:25][C:22]1[CH:23]=[CH:24][C:19]([C:17]2[N:18]=[C:14]([CH:11]3[CH2:12][CH2:13][NH:8][CH2:9][CH2:10]3)[N:15]([CH2:30][C@H:31]3[CH2:36][CH2:35][CH2:34][CH2:33][N:32]3[C:37]([O:39][CH2:40][C:41]3[CH:46]=[CH:45][CH:44]=[CH:43][CH:42]=3)=[O:38])[CH:16]=2)=[CH:20][C:21]=1[C:26]([F:29])([F:27])[F:28] |f:3.4.5.6|. Procedure details: Dissolve (R)-benzyl 2-((2-(1-(tert-butoxycarbonyl)piperidin-4-yl)-4-(4-fluoro-3-(trifluoromethyl)phenyl)-1H-imidazol-1-yl)methyl)piperidine-1-carboxylate (2.6 g, 0.004 mol, 1.0 eq) in DCM (15 mL). Cool the reaction mass to 0° C. and add HCl (4.0 M in dioxane, 5 mL, 0.020 mol) drop-wise. Allow the reaction to warm up to RT and stir for 16 h. After completion, concentrate the reaction and co-evaporate with methanol (5×20 mL) under high vacuum to get 2.2 g (83.6%) of the title compound. (ES+): m/z=... The reactants are ice H2O, IC1=CC=C(C(=O)OCC)C=C1 (Ethyl 4-iodobenzoate), C[Mg+].[Br-].CCOCC (CH3MgBr Et2O). The solvent is CCOCC (Et2O). Conditions: time 2.5 hour. Yields the product CC(C1=CC=C(C=C1)I)(C)O (α,α-dimethyl-4-iodobenzyl Alcohol). Reaction SMILES: [I:1][C:2]1[CH:12]=[CH:11][C:5](C(OCC)=O)=[CH:4][CH:3]=1.[CH3:13][Mg+].[Br-].CC[O:18][CH2:19][CH3:20]>CCOCC>[CH3:13][C:19]([OH:18])([CH3:20])[C:5]1[CH:11]=[CH:12][C:2]([I:1])=[CH:3][CH:4]=1 |f:1.2.3|. Procedure: To a cooled (ice/H2O) solution of 2.76 g of ethyl 4-iodobenzoate (prepared as described in Step 1) in 10 ml of anhyd. Et2O was added, over a 5 minutes period, 26.5 ml of 1.52M CH3MgBr/Et2O solution. The mixture was stirred at ice bath temperature for 2.5 hours and then quenched by slow addition of 6 ml of H2O. The reaction mixture was filtered and the solid residue rinsed with ether. The combined filtrates were dried over MgSO4 and concentrated under vacuum to provide the title compound as a cle... Reactants: O=C([O-])[O-], COS(=O)(=O)OC, CN(C)C=O, COC(=O)c1cc(Cl)c(O)c(I)c1, [K+], [K+]. The product is COC(=O)c1cc(Cl)c(OC)c(I)c1. As a reaction SMILES: [C:14](=[O:15])([O-:16])[O-:17].[CH3:20][O:21][S:22](=[O:23])(=[O:24])[O:25][CH3:26].[CH3:27][N:28]([CH3:29])[CH:30]=[O:31].[Cl:1][c:2]1[cH:3][c:4]([C:5](=[O:6])[O:7][CH3:8])[cH:9][c:10]([I:13])[c:11]1[OH:12].[K+:18].[K+:19]>>[Cl:1][c:2]1[cH:3][c:4]([C:5](=[O:6])[O:7][CH3:8])[cH:9][c:10]([I:13])[c:11]1[O:12][CH3:14]. Reactants: N1=C(C=CC=C1)NC=1SC(=CN1)C=O (2-(pyridin-2-ylamino)thiazole-5-carbaldehyde), [BH4-].[K+] (potassium borohydride). Run in C(C)O (ethanol), CN(C)C=O (DMF). Run at time 1 hour. Yields the product compound 9A, N1=C(C=CC=C1)NC=1SC(=CN1)CO ([2-(pyridin-2-ylamino)thiazol-5-yl]methanol). The yield is 92.9%. RXN SMILES: [N:1]1[CH:6]=[CH:5][CH:4]=[CH:3][C:2]=1[NH:7][C:8]1[S:9][C:10]([CH:13]=[O:14])=[CH:11][N:12]=1.[BH4-].[K+]>C(O)C.CN(C=O)C>[N:1]1[CH:6]=[CH:5][CH:4]=[CH:3][C:2]=1[NH:7][C:8]1[S:9][C:10]([CH2:13][OH:14])=[CH:11][N:12]=1 |f:1.2|. Procedure details: To a solution of 2-(pyridin-2-ylamino)thiazole-5-carbaldehyde (410 mg, 2 mmol) in ethanol (15 mL) and DMF (5 mL) was added potassium borohydride (120 mg). The resulting mixture was stirred at RT for 1 h, quenched with 10% sulfuric acid solution and concentrated in vacuo. The residue was extracted with methanol and the methanol solution was concentrated. The crude material was diluted with water, filtered and the solid was washed with water and dried in vacuo to provide compound 9A, [2-(pyridin-2...